From a dataset of the Open Reaction Database (ORD), a public repository of structured organic reaction records. describe an organic reaction: reactants, conditions, products, and yield Yields the product CN(C(=O)N(C)C1CN(C(=O)C2CCCCC2)CC1c1ccc(F)cc1)c1cc(C(F)(F)F)cc(C(F)(F)F)c1. As a reaction SMILES: [ClH:1].[F:2][C:3]([c:4]1[cH:5][c:6]([N:14]([C:15](=[O:16])[N:17]([CH3:18])[CH:19]2[CH2:20][NH:21][CH2:22][CH:23]2[c:24]2[cH:25][cH:26][c:27]([F:30])[cH:28][cH:29]2)[CH3:31])[cH:7][c:8]([C:10]([F:11])([F:12])[F:13])[cH:9]1)([F:32])[F:33].[OH:34][C:35](=[O:36])[CH:37]1[CH2:38][CH2:39][CH2:40][CH2:41][CH2:42]1>>[F:2][C:3]([c:4]1[cH:5][c:6]([N:14]([C:15](=[O:16])[N:17]([CH3:18])[CH:19]2[CH2:20][N:21]([C:35](=[O:34])[CH:37]3[CH2:38][CH2:39][CH2:40][CH2:41][CH2:42]3)[CH2:22][CH:23]2[c:24]2[cH:25][cH:26][c:27]([F:30])[cH:28][cH:29]2)[CH3:31])[cH:7][c:8]([C:10]([F:11])([F:12])[F:13])[cH:9]1)([F:32])[F:33]. Reactants: Cl, CN(C(=O)N(C)C1CNCC1c1ccc(F)cc1)c1cc(C(F)(F)F)cc(C(F)(F)F)c1, O=C(O)C1CCCCC1.